Dataset: the Open Reaction Database (ORD), a public repository of structured organic reaction records. Task: describe an organic reaction: reactants, conditions, products, and yield Reactants: 2.28, C(C)C=1C(=C(C=CC1)C(CC(CO)(O)C(F)(F)F)CC)OC (4-(3-ethyl-2-methoxyphenyl)-2-(trifluoromethyl)-hexane-1,2-diol), C(C)C=1C(=C(C=CC1)C(C(C(CO)(O)C(F)(F)F)C)C)OC (4-(3-ethyl-2-methoxyphenyl)-3-methyl-2-(trifluoromethyl)-pentane-1,2-diol), [NH4+].[Cl-] (NH4Cl), C1(=CC=CC=C1)O (phenol), C1(=CC=CC=C1)O (phenol), ester, alcohol. Yields the product C(C)C=1C(=C(C=CC1)C(CC(C=O)(C(F)(F)F)O)CC)OC (4-(3-Ethyl-2-methoxyphenyl)-2-hydroxy-2-(trifluoromethyl)hexanal). Reaction SMILES: [CH2:1]([C:3]1[C:4]([O:21][CH3:22])=[C:5]([CH:9]([CH2:19][CH3:20])[CH2:10][C:11]([C:15]([F:18])([F:17])[F:16])([OH:14])[CH2:12][OH:13])[CH:6]=[CH:7][CH:8]=1)[CH3:2].C(C1C(OC)=C(C(C)C(C)C(C(F)(F)F)(O)CO)C=CC=1)C.C1(O)C=CC=CC=1.[NH4+].[Cl-]>>[CH2:1]([C:3]1[C:4]([O:21][CH3:22])=[C:5]([CH:9]([CH2:19][CH3:20])[CH2:10][C:11]([OH:14])([C:15]([F:16])([F:18])[F:17])[CH:12]=[O:13])[CH:6]=[CH:7][CH:8]=1)[CH3:2] |f:3.4|. Procedure: 2.28 (7.12 mmol) of a mixture of 4-(3-ethyl-2-methoxyphenyl)-2-(trifluoromethyl)-hexane-1,2-diol and 4-(3-ethyl-2-methoxyphenyl)-3-methyl-2-(trifluoromethyl)-pentane-1,2-diol (prepared in analogy to the sequence described in Example 110: acetylation of the corresponding phenol, Fries displacement of the acetyl group, etherification of the phenol, Wittig reaction, ene reaction, reduction of the ester to the alcohol) are reacted conventionally with SO3/pyridine complex (3.4 g, 21.35 mmol). After t... Reactants: O=C1CCC(=O)N1Br, CCCCCn1c2nc[nH]c2c(=O)n2c(CCCn3cc(-c4ccccc4)cn3)nnc12, C1CCOC1. Yields the product CCCCCn1c2nc(Br)[nH]c2c(=O)n2c(CCCn3cc(-c4ccccc4)cn3)nnc12. RXN SMILES: [Br:33][N:34]1[C:35](=[O:36])[CH2:37][CH2:38][C:39]1=[O:40].[CH2:1]([CH2:2][CH2:3][CH2:4][CH3:5])[n:6]1[c:7]2[n:8]([c:9](=[O:15])[c:10]3[nH:11][cH:12][n:13][c:14]13)[c:16]([CH2:19][CH2:20][CH2:21][n:22]1[n:23][cH:24][c:25](-[c:27]3[cH:28][cH:29][cH:30][cH:31][cH:32]3)[cH:26]1)[n:17][n:18]2.[CH2:41]1[O:42][CH2:43][CH2:44][CH2:45]1>>[CH2:1]([CH2:2][CH2:3][CH2:4][CH3:5])[n:6]1[c:7]2[n:8]([c:9](=[O:15])[c:10]3[nH:11][c:12]([Br:33])[n:13][c:14]13)[c:16]([CH2:19][CH2:20][CH2:21][n:22]1[n:23][cH:24][c:25](-[c:27]3[cH:28][cH:29][cH:30][cH:31][cH:32]3)[cH:26]1)[n:17][n:18]2. Reactants: C(C)(C)(C)OC(=O)N1CCC(CC1)OC1=CC=C(NCC2=CC=C3C=CC(=CC3=C2)C#N)C=C1 (7-[[4-[(1-t-butoxycarbonyl-4-piperidyl)oxy]anilino]methyl]-2-naphthalenecarbonitrile), Cl.C(C1=CN=CC=C1)(=O)Cl (nicotinoyl chloride hydrochloride). Product: C(C)(C)(C)OC(=O)N1CCC(CC1)OC1=CC=C(C=C1)N(C(=O)C=1C=NC=CC1)CC1=CC2=CC(=CC=C2C=C1)C#N (N-[4-[(1-t-Butoxycarbonyl-4-piperidyl)oxy]phenyl]-N-[(7-cyano-2-naphthyl)methyl]-3-pyridinecarboxamide). Reaction SMILES: [C:1]([O:5][C:6]([N:8]1[CH2:13][CH2:12][CH:11]([O:14][C:15]2[CH:34]=[CH:33][C:18]([NH:19][CH2:20][C:21]3[CH:30]=[C:29]4[C:24]([CH:25]=[CH:26][C:27]([C:31]#[N:32])=[CH:28]4)=[CH:23][CH:22]=3)=[CH:17][CH:16]=2)[CH2:10][CH2:9]1)=[O:7])([CH3:4])([CH3:3])[CH3:2].Cl.[C:36](Cl)(=[O:43])[C:37]1[CH:42]=[CH:41][CH:40]=[N:39][CH:38]=1>>[C:1]([O:5][C:6]([N:8]1[CH2:13][CH2:12][CH:11]([O:14][C:15]2[CH:16]=[CH:17][C:18]([N:19]([CH2:20][C:21]3[CH:22]=[CH:23][C:24]4[C:29](=[CH:28][C:27]([C:31]#[N:32])=[CH:26][CH:25]=4)[CH:30]=3)[C:36]([C:37]3[CH:38]=[N:39][CH:40]=[CH:41][CH:42]=3)=[O:43])=[CH:33][CH:34]=2)[CH2:10][CH2:9]1)=[O:7])([CH3:4])([CH3:2])[CH3:3] |f:1.2|. Procedure details: Starting compound: 7-[[4-[(1-t-butoxycarbonyl-4-piperidyl)oxy]anilino]methyl]-2-naphthalenecarbonitrile, nicotinoyl chloride hydrochloride. The reactants are OC([C@H](C)NC(C(Cl)(Cl)Cl)=O)(C)C (N-[(1S)-2-Hydroxy-1,2-dimethylpropyl]-2,2,2-trichloroethanamide), C([O-])([O-])=O.[K+].[K+] (potassium carbonate). Run in C(C)O (ethanol). Yields the product C[C@@H]1NC(OC1(C)C)=O ((S)-4,5,5-Trimethyloxazolidin-2-one). Reaction SMILES: [OH:1][C:2]([CH3:13])([CH3:12])[C@@H:3]([NH:5][C:6](=[O:11])C(Cl)(Cl)Cl)[CH3:4].C(=O)([O-])[O-].[K+].[K+]>C(O)C>[CH3:4][C@H:3]1[C:2]([CH3:13])([CH3:12])[O:1][C:6](=[O:11])[NH:5]1 |f:1.2.3|. Procedure: To a solution of (4) (1.964 g, 7.92 mmol) in ethanol (140 ml) was added potassium carbonate (0.547 g, 3.96 mmol) and the solution was refluxed for 30 minutes. After concentration in vacuo, dichloromethane was added and the mixture was washed with saturated aqueous sodium. chloride solution. Concentration in vacuo gave crude crystalline solid which was purified by recrystallisation in toluene/60-80 petroleum ether giving the title compound (5) (0.968 g, 95%); mp 60° C.; νmax (CDCl3) 1758 cm-1 ; [... The product is CNc1ccncc1N. The reactants are CCO, CNc1ccncc1[N+](=O)[O-], O=[Pt]. As a reaction SMILES: [CH3:12][CH2:13][OH:14].[N+:1]([O-:2])(=[O:3])[c:4]1[cH:5][n:6][cH:7][cH:8][c:9]1[NH:10][CH3:11].[Pt:15]=[O:16]>>[NH2:1][c:4]1[cH:5][n:6][cH:7][cH:8][c:9]1[NH:10][CH3:11]. Reactants: COc1cc(Br)c(F)c2c1OCCO2, [Li]CCCC, C1CCOC1, CCOC(C)=O, O=CN1CCOCC1, [Cl-], [NH4+]. Product: COc1cc(C=O)c(F)c2c1OCCO2. As a reaction SMILES: [Br:1][c:2]1[c:3]([F:14])[c:4]2[c:5]([c:10]([O:12][CH3:13])[cH:11]1)[O:6][CH2:7][CH2:8][O:9]2.[CH2:15]([Li:16])[CH2:17][CH2:18][CH3:19].[CH2:30]1[O:31][CH2:32][CH2:33][CH2:34]1.[CH3:35][CH2:36][O:37][C:38](=[O:39])[CH3:40].[CH:20](=[O:21])[N:22]1[CH2:23][CH2:24][O:25][CH2:26][CH2:27]1.[Cl-:28].[NH4+:29]>>[c:2]1([CH:20]=[O:21])[c:3]([F:14])[c:4]2[c:5]([c:10]([O:12][CH3:13])[cH:11]1)[O:6][CH2:7][CH2:8][O:9]2. The reactants are FC=1C=C(C=CC1F)[Mg]Br.C1CCOC1 ((3,4-difluorophenyl)magnesium bromide THF), ClC1=NC(=NC2=CC=CC=C12)C(=O)OCC (ethyl 4-chloroquinazoline-2-carboxylate), FC=1C=C(C=CC1F)[Mg]Br.C1CCOC1 ((3,4-difluorophenyl)magnesium bromide THF), FC=1C=C(C=CC1F)[Mg]Br.C1CCOC1 ((3,4-difluorophenyl)magnesium bromide THF), [Cl-].[NH4+] (ammonium chloride). Solvent: C1CCOC1 (THF). Run at time 1.5 hour. Yields the product ClC1=NC(=NC2=CC=CC=C12)C(=O)C1=CC(=C(C=C1)F)F ((4-chloroquinazolin-2-yl)(3,4-difluorophenyl)methanone). The yield is 25.8%. RXN SMILES: [Cl:1][C:2]1[C:11]2[C:6](=[CH:7][CH:8]=[CH:9][CH:10]=2)[N:5]=[C:4]([C:12]([O:14]CC)=O)[N:3]=1.[F:17][C:18]1[CH:19]=[C:20]([Mg]Br)[CH:21]=[CH:22][C:23]=1[F:24].C1COCC1.[Cl-].[NH4+]>C1COCC1>[Cl:1][C:2]1[C:11]2[C:6](=[CH:7][CH:8]=[CH:9][CH:10]=2)[N:5]=[C:4]([C:12]([C:21]2[CH:20]=[CH:19][C:18]([F:17])=[C:23]([F:24])[CH:22]=2)=[O:14])[N:3]=1 |f:1.2,3.4|. Procedure details: A mixture of ethyl 4-chloroquinazoline-2-carboxylate (1 g, 4.2 mmol) in THF (50 mL) was filtered, and to the filtrate at −30° C. under Ar was added 0.5M (3,4-difluorophenyl)magnesium bromide/THF (10.4 mL, 5.2 mmol). The mixture was stirred at −30° C. for 1.5 h., at which time additional 0.5M (3,4-difluorophenyl)magnesium bromide/THF (3 mL) was added. After a further 1.5 h, additional 0.5M (3,4-difluorophenyl)magnesium bromide/THF (3 mL) was added. To the mixture was added saturated aq ammonium c... Reactants: C[Si](CCOCN(C1=C(C(=NC=2N1N=CC2C=2C=NC(=CC2)C2=CC=CC=C2)C2=CC=C(C(=O)OC)C=C2)Br)COCC[Si](C)(C)C)(C)C (methyl 4-(7-(bis((2-(trimethylsilyl)ethoxy)methyl)amino)-6-bromo-3-(6-phenylpyridin-3-yl)pyrazolo[1,5-a]pyrimidin-5-yl)benzoate), Pd(t-Bu3P)3, C(#N)[Sn](CCCC)(CCCC)CCCC (cyanotributylstannane). Reagents/catalysts: C=1C=CC(=CC1)[P](C=2C=CC=CC2)(C=3C=CC=CC3)[Pd]([P](C=4C=CC=CC4)(C=5C=CC=CC5)C=6C=CC=CC6)([P](C=7C=CC=CC7)(C=8C=CC=CC8)C=9C=CC=CC9)[P](C=1C=CC=CC1)(C=1C=CC=CC1)C=1C=CC=CC1 (Pd(PPh3)4). The solvent is O1CCOCC1 (dioxane). Conditions: temperature 160 celsius, time 2 hour. Product: C[Si](CCOCN(C1=C(C(=NC=2N1N=CC2C=2C=NC(=CC2)C2=CC=CC=C2)C2=CC=C(C(=O)OC)C=C2)C#N)COCC[Si](C)(C)C)(C)C (Methyl 4-(7-(bis((2-(trimethylsilyl)ethoxy)methyl)amino)-6-cyano-3-(6-phenylpyridin-3-yl)pyrazolo[1,5-a]pyrimidin-5-yl)benzoate). As a reaction SMILES: [CH3:1][Si:2]([CH3:49])([CH3:48])[CH2:3][CH2:4][O:5][CH2:6][N:7]([CH2:40][O:41][CH2:42][CH2:43][Si:44]([CH3:47])([CH3:46])[CH3:45])[C:8]1[N:13]2[N:14]=[CH:15][C:16]([C:17]3[CH:18]=[N:19][C:20]([C:23]4[CH:28]=[CH:27][CH:26]=[CH:25][CH:24]=4)=[CH:21][CH:22]=3)=[C:12]2[N:11]=[C:10]([C:29]2[CH:38]=[CH:37][C:32]([C:33]([O:35][CH3:36])=[O:34])=[CH:31][CH:30]=2)[C:9]=1Br.[C:50]([Sn](CCCC)(CCCC)CCCC)#[N:51]>C1C=CC([P]([Pd]([P](C2C=CC=CC=2)(C2C=CC=CC=2)C2C=CC=CC=2)([P](C2C=CC=CC=2)(C2C=CC=CC=2)C2C=CC=CC=2)[P](C2C=CC=CC=2)(C2C=CC=CC=2)C2C=CC=CC=2)(C2C=CC=CC=2)C2C=CC=CC=2)=CC=1.O1CCOCC1>[CH3:1][Si:2]([CH3:49])([CH3:48])[CH2:3][CH2:4][O:5][CH2:6][N:7]([CH2:40][O:41][CH2:42][CH2:43][Si:44]([CH3:47])([CH3:46])[CH3:45])[C:8]1[N:13]2[N:14]=[CH:15][C:16]([C:17]3[CH:18]=[N:19][C:20]([C:23]4[CH:28]=[CH:27][CH:26]=[CH:25][CH:24]=4)=[CH:21][CH:22]=3)=[C:12]2[N:11]=[C:10]([C:29]2[CH:38]=[CH:37][C:32]([C:33]([O:35][CH3:36])=[O:34])=[CH:31][CH:30]=2)[C:9]=1[C:50]#[N:51] |^1:68,70,89,108|. Reported procedure: Under Ar, compound, methyl 4-(7-(bis((2-(trimethylsilyl)ethoxy)methyl)amino)-6-bromo-3-(6-phenylpyridin-3-yl)pyrazolo[1,5-a]pyrimidin-5-yl)benzoate (80 mg, 0.1 mmol) was mixed with Pd(PPh3)4 (12 mg, 0.01 mmol, Pd(t-Bu3P)3 (5 mg, 0.01 mmol), cyanotributylstannane (85 uL, 0.3 mmol) and dioxane (3 mL) in sealed tube. The resulting mixture was heated at 160° C. and stirred 2 hrs. After cooled to room temperature, the mixture was filtered through 10% KF on silica gel and washed with EtOAc. After conc...